From a dataset of the Open Reaction Database (ORD), a public repository of structured organic reaction records. describe an organic reaction: reactants, conditions, products, and yield The product is COC=1C=C2C(=NC=NC2=CC1OC)OC=1C=C(C=CC1)NC(=O)NC1=CC(=NN1C1=CC=CC=C1)C(C)(C)OCC (1-[3-(6,7-dimethoxyquinazolin-4-yloxy)phenyl]-3-[3-(2-ethoxypropan-2-yl)-1-phenyl-1H-pyrazol-5-yl]urea). Reaction SMILES: [CH2:1]([O:3][C:4]([C:7]1[CH:11]=[C:10]([NH:12][C:13](=[O:21])OC2C=CC=CC=2)[N:9]([C:22]2[CH:27]=[CH:26][CH:25]=[CH:24][CH:23]=2)[N:8]=1)([CH3:6])[CH3:5])[CH3:2].[CH3:28][O:29][C:30]1[CH:31]=[C:32]2[C:37](=[CH:38][C:39]=1[O:40][CH3:41])[N:36]=[CH:35][N:34]=[C:33]2[O:42][C:43]1[CH:44]=[C:45]([CH:47]=[CH:48][CH:49]=1)[NH2:46].C(N(CC)C(C)C)(C)C>C1COCC1>[CH3:28][O:29][C:30]1[CH:31]=[C:32]2[C:37](=[CH:38][C:39]=1[O:40][CH3:41])[N:36]=[CH:35][N:34]=[C:33]2[O:42][C:43]1[CH:44]=[C:45]([NH:46][C:13]([NH:12][C:10]2[N:9]([C:22]3[CH:23]=[CH:24][CH:25]=[CH:26][CH:27]=3)[N:8]=[C:7]([C:4]([O:3][CH2:1][CH3:2])([CH3:5])[CH3:6])[CH:11]=2)=[O:21])[CH:47]=[CH:48][CH:49]=1. Run at temperature 50 celsius. Procedure details: Using the procedure described in Example 159B, phenyl 3-(2-ethoxypropan-2-yl)-1-phenyl-1H-pyrazol-5-ylcarbamate (0.115 g, 0.33 mmol), 3-(6,7-dimethoxyquinazolin-4-yloxy)aniline from Example 113A (0.098 g, 0.33 mmol), and N,N-diisopropylethylamine (0.8 mL) in THF (6 mL) were heated at 50° C. for 5 hours, to afford 1-[3-(6,7-dimethoxyquinazolin-4-yloxy)phenyl]-3-[3-(2-ethoxypropan-2-yl)-1-phenyl-1H-pyrazol-5-yl]urea as solid (0.113 g, 60%). 1H NMR (300 MHz, DMSO-d6) δ 9.25 (br, 1H), 8.55 (s, 1H), ... The yield is 60.2%. Solvent: C1CCOC1 (THF). Reactants: C(C)OC(C)(C)C1=NN(C(=C1)NC(OC1=CC=CC=C1)=O)C1=CC=CC=C1 (phenyl 3-(2-ethoxypropan-2-yl)-1-phenyl-1H-pyrazol-5-ylcarbamate), COC=1C=C2C(=NC=NC2=CC1OC)OC=1C=C(N)C=CC1 (3-(6,7-dimethoxyquinazolin-4-yloxy)aniline), C(C)(C)N(C(C)C)CC (N,N-diisopropylethylamine). Starting materials: NC=1SC(=NN1)S (2-Amino-5-mercapto-1,3,4-thiadiazole), Cl.N1(CCCCC1)CCCCl (piperidinopropylchloridehydrochloride), [OH-].[K+] (potassium hydroxide). The solvent is CO (methanol). The product is NC=1SC(=NN1)SCCCN1CCCCC1 (2-amino-5-piperidinopropylthio-1,3,4-thiadiazole). The yield is 57.9%. As a reaction SMILES: [NH2:1][C:2]1[S:3][C:4]([SH:7])=[N:5][N:6]=1.Cl.[N:9]1([CH2:15][CH2:16][CH2:17]Cl)[CH2:14][CH2:13][CH2:12][CH2:11][CH2:10]1.[OH-].[K+]>CO>[NH2:1][C:2]1[S:3][C:4]([S:7][CH2:17][CH2:16][CH2:15][N:9]2[CH2:14][CH2:13][CH2:12][CH2:11][CH2:10]2)=[N:5][N:6]=1 |f:1.2,3.4|. Reported procedure: 2-Amino-5-mercapto-1,3,4-thiadiazole (13.3 g), piperidinopropylchloridehydrochloride (18.4 g), and potassium hydroxide (11.2 g) were stirred in methanol (300 ml) overnight at room temperature. The reaction mixture was concentrated under a vacuum. The residue, with water added thereto, was extracted with ethyl acetate. The extract was dried over sodium sulfate anhydride, and then concentrated under a vacuum. The resulting solid was recrystallized from n-hexane/ethanol, thereby yielding 13.9 g of ... Starting materials: O=C1NC(=O)c2ccccc21, CS(=O)(=O)OCCC(F)(F)COCc1ccccc1, [K], CN(C)C=O. Product: O=C1c2ccccc2C(=O)N1CCC(F)(F)COCc1ccccc1. RXN SMILES: [C:20]1(=[O:30])[c:21]2[c:22]([cH:26][cH:27][cH:28][cH:29]2)[C:23](=[O:25])[NH:24]1.[CH2:1]([c:2]1[cH:3][cH:4][cH:5][cH:6][cH:7]1)[O:8][CH2:9][C:10]([CH2:11][CH2:12][O:13][S:14]([CH3:15])(=[O:16])=[O:17])([F:18])[F:19].[K:31].[O:32]=[CH:33][N:34]([CH3:35])[CH3:36]>>[CH2:1]([c:2]1[cH:3][cH:4][cH:5][cH:6][cH:7]1)[O:8][CH2:9][C:10]([CH2:11][CH2:12][N:24]1[C:20](=[O:30])[c:21]2[c:22]([cH:26][cH:27][cH:28][cH:29]2)[C:23]1=[O:25])([F:18])[F:19]. Reactants: ClC1=NC=NC2=CC=C(C=C12)[N+](=O)[O-] (4-Chloro-6-nitroquinazoline), C(#C)C=1C=C(N)C=CC1 (3-ethynylaniline). Solvent: C(C)(C)O (isopropyl alcohol). Product: Cl.C(#C)C=1C=C(C=CC1)NC1=NC=NC2=CC=C(C=C12)[N+](=O)[O-] ((3-Ethynylphenyl)-(6-nitroquinazolin-4-yl)-amine Hydrochloride). Reaction SMILES: [Cl:1][C:2]1[C:11]2[C:6](=[CH:7][CH:8]=[C:9]([N+:12]([O-:14])=[O:13])[CH:10]=2)[N:5]=[CH:4][N:3]=1.[C:15]([C:17]1[CH:18]=[C:19]([CH:21]=[CH:22][CH:23]=1)[NH2:20])#[CH:16]>C(O)(C)C>[ClH:1].[C:15]([C:17]1[CH:18]=[C:19]([NH:20][C:2]2[C:11]3[C:6](=[CH:7][CH:8]=[C:9]([N+:12]([O-:14])=[O:13])[CH:10]=3)[N:5]=[CH:4][N:3]=2)[CH:21]=[CH:22][CH:23]=1)#[CH:16] |f:3.4|. Reported procedure: 4-Chloro-6-nitroquinazoline (1.06 g,5.00 mmol) and 3-ethynylaniline (1.00 g,5.30 mmol) were refluxed in 10 mL of isopropyl alcohol for 3 hours, cooled and, after 16 hours at room temperature, filtered to afford solid title product which was washed with 10 mL of isopropyl alcohol and dried in vacuo, at 70° C., 1.27 g (78%); mp 255°-256° C. Reactants: CC(C)(C)[Si](Oc1cc(F)cc(C(Cc2ccccc2)(NC(=O)NCC(F)(F)F)c2ccc(F)c(C(F)(F)F)c2)c1)(c1ccccc1)c1ccccc1, CCCC[N+](CCCC)(CCCC)CCCC, C1CCOC1, ClCCl, [F-]. Yields the product O=C(NCC(F)(F)F)NC(Cc1ccccc1)(c1cc(O)cc(F)c1)c1ccc(F)c(C(F)(F)F)c1. RXN SMILES: [C:1]([Si:2]([c:3]1[cH:4][cH:5][cH:42][cH:43][cH:44]1)([O:6][c:7]1[cH:8][c:9]([C:14]([CH2:15][c:16]2[cH:17][cH:18][cH:19][cH:20][cH:21]2)([c:22]2[cH:23][c:24]([C:29]([F:30])([F:31])[F:32])[c:25]([F:28])[cH:26][cH:27]2)[NH:33][C:34](=[O:35])[NH:36][CH2:37][C:38]([F:39])([F:40])[F:41])[cH:10][c:11]([F:13])[cH:12]1)[c:45]1[cH:46][cH:47][cH:48][cH:49][cH:50]1)([CH3:51])([CH3:52])[CH3:53].[CH2:55]([N+:56]([CH2:57][CH2:58][CH2:59][CH3:60])([CH2:61][CH2:62][CH2:63][CH3:64])[CH2:65][CH2:66][CH2:67][CH3:68])[CH2:69][CH2:70][CH3:71].[CH2:72]1[O:73][CH2:74][CH2:75][CH2:76]1.[Cl:77][CH2:78][Cl:79].[F-:54]>>[OH:6][c:7]1[cH:8][c:9]([C:14]([CH2:15][c:16]2[cH:17][cH:18][cH:19][cH:20][cH:21]2)([c:22]2[cH:23][c:24]([C:29]([F:30])([F:31])[F:32])[c:25]([F:28])[cH:26][cH:27]2)[NH:33][C:34](=[O:35])[NH:36][CH2:37][C:38]([F:39])([F:40])[F:41])[cH:10][c:11]([F:13])[cH:12]1. Reactants: Br.O=C1C=2C=CN=CC2CCC1CC(=O)OC (methyl 5,6,7,8-tetrahydro-5-oxoisoquinoline-6-acetate hydrobromide), FC(C1=CC=C(C=C1)NN)(F)F (4-trifluoromethylphenylhydrazine). Product: FC(C1=CC=C(C=C1)N1N=C2C3=C(CCC2CC1=O)C=NC=C3)(F)F (4,4a,5,6-tetrahydro-2-(4-trifluoromethylphenyl)pyrido[3,4-h]cinnolin-3(2H)-one). As a reaction SMILES: Br.O=[C:3]1[CH:12]([CH2:13][C:14]([O:16]C)=O)[CH2:11][CH2:10][C:9]2[CH:8]=[N:7][CH:6]=[CH:5][C:4]1=2.[F:18][C:19]([F:29])([F:28])[C:20]1[CH:25]=[CH:24][C:23]([NH:26][NH2:27])=[CH:22][CH:21]=1>>[F:18][C:19]([F:28])([F:29])[C:20]1[CH:21]=[CH:22][C:23]([N:26]2[C:14](=[O:16])[CH2:13][CH:12]3[C:3]([C:4]4[CH:5]=[CH:6][N:7]=[CH:8][C:9]=4[CH2:10][CH2:11]3)=[N:27]2)=[CH:24][CH:25]=1 |f:0.1|. Procedure: Prepared according to the method described in Example 1 from methyl 5,6,7,8-tetrahydro-5-oxoisoquinoline-6-acetate hydrobromide and 4-trifluoromethylphenylhydrazine. The reactants are C(=O)(OC(C)(C)C)N1CCN(CC1)C1=CC(=CC=C1)CC (1-Boc-4-(3-ethylphenyl)-piperazine). Run in CCOC(=O)C (EtOAc). Conditions: temperature 0 celsius, time 10 minute. Product: C(C)C=1C=C(C=CC1)N1CCNCC1 (1-(3-ethylphenyl)piperazine). As a reaction SMILES: C([N:8]1[CH2:13][CH2:12][N:11]([C:14]2[CH:19]=[CH:18][CH:17]=[C:16]([CH2:20][CH3:21])[CH:15]=2)[CH2:10][CH2:9]1)(OC(C)(C)C)=O>CCOC(C)=O>[CH2:20]([C:16]1[CH:15]=[C:14]([N:11]2[CH2:10][CH2:9][NH:8][CH2:13][CH2:12]2)[CH:19]=[CH:18][CH:17]=1)[CH3:21]. Procedure: 0.037 g (0.128 mmol) 1-Boc-4-(3-ethylphenyl)-piperazine from the previous step was dissolved in 10 mL EtOAc and cooled to 0° C. using an ice bath. HCl gas was then bubbled through the reaction for 10 min, followed by an additional 10 min of stirring. The reaction was warmed to ambient temperature and the solvent removed in vacuo. The residue was taken up in 10 mL CHCl3 that had been previously saturated with NH3 gas, the solid NH4Cl filtered, and the solvent removed to give 1-(3-ethylphenyl)pipe...